This data is from the Open Reaction Database (ORD), a public repository of structured organic reaction records. The task is: describe an organic reaction: reactants, conditions, products, and yield The reactants are C[Si](CCOCN(C1=CC(=NC=2N1N=CC2C=2C=NC1=CC=CC=C1C2)C2CCC(CC2)CC(=O)OCC)COCC[Si](C)(C)C)(C)C (ethyl 2-(4-(7-(bis((2-(trimethylsilyl)ethoxy)methyl)amino)-3-(quinolin-3-yl)pyrazolo[1,5-a]pyrimidin-5-yl)cyclohexyl)acetate), C[Si](CCOCN(C1=CC(=NC=2N1N=CC2I)C2CC(CCC2)CC(=O)OCC)COCC[Si](C)(C)C)(C)C (ethyl 2-(3-(7-(bis((2-(trimethylsilyl)ethoxy)methyl)amino)-3-iodopyrazolo[1,5-a]pyrimidin-5-yl)cyclohexyl)acetate), C[Si](CCOCN(C1=CC(=NC=2N1N=CC2I)C2CCC(CC2)CC(=O)OCC)COCC[Si](C)(C)C)(C)C (ethyl 2-(4-(7-(bis((2-(trimethylsilyl)ethoxy)methyl)amino)-3-iodopyrazolo[1,5-a]pyrimidin-5-yl)cyclohexyl)acetate). Yields the product C[Si](CCOCN(C1=CC(=NC=2N1N=CC2C=2C=NC1=CC=CC=C1C2)C2CC(CCC2)CC(=O)OCC)COCC[Si](C)(C)C)(C)C (Ethyl 2-(3-(7-(bis((2-(trimethylsilyl)ethoxy)methyl)amino)-3-(quinolin-3-yl)pyrazolo[1,5-a]pyrimidin-5-yl)cyclohexyl)acetate). RXN SMILES: [CH3:1][Si:2]([CH3:48])([CH3:47])[CH2:3][CH2:4][O:5][CH2:6][N:7]([CH2:39][O:40][CH2:41][CH2:42][Si:43]([CH3:46])([CH3:45])[CH3:44])[C:8]1[N:13]2[N:14]=[CH:15][C:16]([C:17]3[CH:18]=[N:19][C:20]4[C:25]([CH:26]=3)=[CH:24][CH:23]=[CH:22][CH:21]=4)=[C:12]2[N:11]=[C:10](C2CCC(CC(OCC)=O)CC2)[CH:9]=1.C[Si](C)(C)CCOCN(COCC[Si](C)(C)C)C1N2N=CC(I)=C2N=C([CH:66]2[CH2:71][CH2:70][CH2:69][CH:68]([CH2:72][C:73]([O:75][CH2:76][CH3:77])=[O:74])[CH2:67]2)C=1.C[Si](C)(C)CCOCN(COCC[Si](C)(C)C)C1N2N=CC(I)=C2N=C(C2CCC(CC(OCC)=O)CC2)C=1>>[CH3:47][Si:2]([CH3:1])([CH3:48])[CH2:3][CH2:4][O:5][CH2:6][N:7]([CH2:39][O:40][CH2:41][CH2:42][Si:43]([CH3:44])([CH3:45])[CH3:46])[C:8]1[N:13]2[N:14]=[CH:15][C:16]([C:17]3[CH:18]=[N:19][C:20]4[C:25]([CH:26]=3)=[CH:24][CH:23]=[CH:22][CH:21]=4)=[C:12]2[N:11]=[C:10]([CH:70]2[CH2:71][CH2:66][CH2:67][CH:68]([CH2:72][C:73]([O:75][CH2:76][CH3:77])=[O:74])[CH2:69]2)[CH:9]=1. Procedure details: Ethyl 2-(3-(7-(bis((2-(trimethylsilyl)ethoxy)methyl)amino)-3-(quinolin-3-yl)pyrazolo[1,5-a]pyrimidin-5-yl)cyclohexyl)acetate was synthesized in a manner similar to the synthesis of ethyl 2-(4-(7-(bis((2-(trimethylsilyl)ethoxy)methyl)amino)-3-(quinolin-3-yl)pyrazolo[1,5-a]pyrimidin-5-yl)cyclohexyl)acetate, but with ethyl 2-(3-(7-(bis((2-(trimethylsilyl)ethoxy)methyl)amino)-3-iodopyrazolo[1,5-a]pyrimidin-5-yl)cyclohexyl)acetate substituted for ethyl 2-(4-(7-(bis((2-(trimethylsilyl)ethoxy)methyl)am... Starting materials: FC=1C=C(C=CC1OC)C=1C=C(C(NN1)=O)C(=O)OC (6-(3-fluoro-4-methoxyphenyl)-4-methoxycarbonyl-2H-pyridazin-3-one), C1(CCCC1)CBr (cyclopentylmethyl bromide). Yields the product C1(CCCC1)CN1N=C(C=C(C1=O)C(=O)OC)C1=CC(=C(C=C1)OC)F (2-cyclopentylmethyl-6-(3-fluoro-4-methoxyphenyl)-4-methoxycarbonyl-2H-pyridazin-3-one). Isolated yield 72.0%. RXN SMILES: [F:1][C:2]1[CH:3]=[C:4]([C:10]2[CH:11]=[C:12]([C:17]([O:19][CH3:20])=[O:18])[C:13](=[O:16])[NH:14][N:15]=2)[CH:5]=[CH:6][C:7]=1[O:8][CH3:9].[CH:21]1([CH2:26]Br)[CH2:25][CH2:24][CH2:23][CH2:22]1>>[CH:21]1([CH2:26][N:14]2[C:13](=[O:16])[C:12]([C:17]([O:19][CH3:20])=[O:18])=[CH:11][C:10]([C:4]3[CH:5]=[CH:6][C:7]([O:8][CH3:9])=[C:2]([F:1])[CH:3]=3)=[N:15]2)[CH2:25][CH2:24][CH2:23][CH2:22]1. Reported procedure: Following the procedure of Example 1(6), 6-(3-fluoro-4-methoxyphenyl)-4-methoxycarbonyl-2H-pyridazin-3-one and cyclopentylmethyl bromide {J. Org. Chem., 36, 3103 (1971)} were reacted to yield the title compound as yellow needles (yield: 72.0%). Starting materials: ice, C1(C=2C(C(N1)=O)=CC=CC2)=O (phthalimide), NN (hydrazine). Run in ice water, C(C)O (ethyl alcohol). Yields the product NN1C(C2=CC=CC=C2C1=O)=O (2-Amino-1H-isoindole-1,3-(2H)dione). Isolated yield 75.2%. Reaction SMILES: [C:1]1(=[O:11])[NH:5][C:4](=[O:6])[C:3]2=[CH:7][CH:8]=[CH:9][CH:10]=[C:2]12.[NH2:12]N>C(O)C>[NH2:12][N:5]1[C:1](=[O:11])[C:2]2[C:3](=[CH:7][CH:8]=[CH:9][CH:10]=2)[C:4]1=[O:6]. Procedure: To an ice-cold suspension of 14.7 g (0.1 mole) of phthalimide in 100 ml of 95% ethyl alcohol at 5° C., with stirring, 3.6 ml (0.11 mole) of 96.8% hydrazine was added dropwise. A slight exothermic reaction was observed and the mixture was allowed to stir at 5° C. for two hours. The mixture was diluted with 200 ml of ice water, stirred, filtered, washed with water and dried to give 12.2 g (75%) of white powder, m.p. 199°-202°. The reactants are COC(=O)c1cn(-c2cc(C(F)(F)F)nc3ccccc23)c2ccccc12, CC(C)OC(C)C, [Li+], C1CCOC1, [OH-], O, O. Product: O=C(O)c1cn(-c2cc(C(F)(F)F)nc3ccccc23)c2ccccc12. Reaction SMILES: [CH3:4][O:5][C:6](=[O:7])[c:8]1[cH:9][n:10](-[c:17]2[cH:18][c:19]([C:27]([F:28])([F:29])[F:30])[n:20][c:21]3[cH:22][cH:23][cH:24][cH:25][c:26]23)[c:11]2[cH:12][cH:13][cH:14][cH:15][c:16]12.[CH:37]([O:38][CH:39]([CH3:40])[CH3:41])([CH3:42])[CH3:43].[Li+:3].[O:31]1[CH2:32][CH2:33][CH2:34][CH2:35]1.[OH-:2].[OH2:1].[OH2:36]>>[O:5]=[C:6]([OH:7])[c:8]1[cH:9][n:10](-[c:17]2[cH:18][c:19]([C:27]([F:28])([F:29])[F:30])[n:20][c:21]3[cH:22][cH:23][cH:24][cH:25][c:26]23)[c:11]2[cH:12][cH:13][cH:14][cH:15][c:16]12. Starting materials: C(C1=CC=CC=C1)N1CCN(CC1)C1CCNCC1 (1-benzyl-4-piperidin-4-yl-piperazine), C(=O)([O-])[O-].[K+].[K+] (K2CO3), O=CCCC(=O)O (4-oxo-butanoic acid), [BH-](OC(=O)C)(OC(=O)C)OC(=O)C.[Na+] (NaBH(OAc)3). Run in C1CCOC1 (THF), CC(=O)O (AcOH). Reaction conditions: time 1 hour. Yields the product N1(CCNCC1)C1CCN(CC1)CCCC(=O)OCC (Ethyl 4-(4-piperazin-1-yl-piperidin-1-yl)-butanoate). RXN SMILES: C([N:8]1[CH2:13][CH2:12][N:11]([CH:14]2[CH2:19][CH2:18][NH:17][CH2:16][CH2:15]2)[CH2:10][CH2:9]1)C1C=CC=CC=1.O=[CH:21][CH2:22][CH2:23][C:24]([OH:26])=[O:25].[BH-](OC(C)=O)(OC(C)=O)O[C:29]([CH3:31])=O.[Na+].C([O-])([O-])=O.[K+].[K+]>C1COCC1.CC(O)=O>[N:11]1([CH:14]2[CH2:15][CH2:16][N:17]([CH2:21][CH2:22][CH2:23][C:24]([O:26][CH2:29][CH3:31])=[O:25])[CH2:18][CH2:19]2)[CH2:10][CH2:9][NH:8][CH2:13][CH2:12]1 |f:2.3,4.5.6|. Procedure details: A solution of 3.11 g (12.0 mmol) 1-benzyl-4-piperidin-4-yl-piperazine and 7.5 mL (12.0 mmol, 15% in water) 4-oxo-butanoic acid in 70 mL THF was adjusted to pH with AcOH and stirred for 1 h at RT. While cooling with ice, 5.35 g (24.0 mmol) NaBH(OAc)3 were added batchwise and the mixture was then stirred overnight at RT. 80 mL of 30% K2CO3 solution were added dropwise to the reaction mixture within 15 min and after the addition had ended this mixture was washed twice with EtOAc. The aqueous phase ... The reactants are Cn1cc(CNCCCN)cn1, CCO, CSC(=C[N+](=O)[O-])SC. Yields the product Cn1cc(CN2CCCNC2=C[N+](=O)[O-])cn1. RXN SMILES: [CH3:1][n:2]1[n:3][cH:4][c:5]([CH2:7][NH:8][CH2:9][CH2:10][CH2:11][NH2:12])[cH:6]1.[CH3:22][CH2:23][OH:24].[N+:13](=[O:14])([O-:15])[CH:16]=[C:17]([S:18][CH3:19])[S:20][CH3:21]>>[CH3:1][n:2]1[n:3][cH:4][c:5]([CH2:7][N:8]2[CH2:9][CH2:10][CH2:11][NH:12][C:17]2=[CH:16][N+:13](=[O:14])[O-:15])[cH:6]1. Reactants: O=C([O-])[O-], CC(=O)C1CCC(C)(C(=O)O)CC1, C=CCBr, [Cl-], [K+], [K+], [Na+], CN(C)C=O. Product: C=CCOC(=O)C1(C)CCC(C(C)=O)CC1. As a reaction SMILES: [C:14](=[O:15])([O-:16])[O-:17].[C:1]([CH3:2])(=[O:3])[CH:4]1[CH2:5][CH2:6][C:7]([C:10](=[O:11])[OH:12])([CH3:13])[CH2:8][CH2:9]1.[CH2:20]([CH:21]=[CH2:22])[Br:23].[Cl-:25].[K+:18].[K+:19].[Na+:24].[O:26]=[CH:27][N:28]([CH3:29])[CH3:30]>>[C:1]([CH3:2])(=[O:3])[CH:4]1[CH2:5][CH2:6][C:7]([C:10](=[O:11])[O:12][CH2:22][CH:21]=[CH2:20])([CH3:13])[CH2:8][CH2:9]1. Starting materials: CCCNC(=O)Cc1ccc(OC(C)=O)cc1, CO, [Na+], [Na+], O=C([O-])[O-], O. The product is CCCNC(=O)Cc1ccc(O)cc1. Reaction SMILES: [CH2:1]([CH2:2][CH3:3])[NH:4][C:5]([CH2:6][c:7]1[cH:8][cH:9][c:10]([O:13][C:14](=[O:15])[CH3:16])[cH:11][cH:12]1)=[O:17].[CH3:24][OH:25].[Na+:18].[Na+:19].[O-:20][C:21](=[O:22])[O-:23].[OH2:26]>>[CH2:1]([CH2:2][CH3:3])[NH:4][C:5]([CH2:6][c:7]1[cH:8][cH:9][c:10]([OH:13])[cH:11][cH:12]1)=[O:17].